From a dataset of the Open Reaction Database (ORD), a public repository of structured organic reaction records. describe an organic reaction: reactants, conditions, products, and yield Reactants: C(C1=CC=CC=C1)[C@@H](COC[C@H](C(=O)OCC1=CC=CC=C1)NC(=O)OC(C)(C)C)[C@H]([C@H](C)O)O[Si](C(C)C)(C(C)C)C(C)C ((R)-benzyl 3-((2S,3R,4S)-2-benzyl-4-hydroxy-3-(triisopropylsilyloxy)pentyloxy)-2-(tert-butoxycarbonylamino)propanoate). The reagents and catalysts are [Pd] (Pd/C). Solvent: CCOC(=O)C (EtOAc). Conditions: time 7 hour. The product is C(C1=CC=CC=C1)[C@@H](COC[C@H](C(=O)O)NC(=O)OC(C)(C)C)[C@H]([C@H](C)O)O[Si](C(C)C)(C(C)C)C(C)C ((R)-3-((2S,3R,4S)-2-benzyl-4-hydroxy-3-(triisopropylsilyloxy)pentyloxy)-2-(tert-butoxycarbonylamino)propanoic acid). Yield: 99.8%. As a reaction SMILES: [CH2:1]([C@H:8]([C@@H:31]([O:35][Si:36]([CH:43]([CH3:45])[CH3:44])([CH:40]([CH3:42])[CH3:41])[CH:37]([CH3:39])[CH3:38])[C@@H:32]([OH:34])[CH3:33])[CH2:9][O:10][CH2:11][C@@H:12]([NH:23][C:24]([O:26][C:27]([CH3:30])([CH3:29])[CH3:28])=[O:25])[C:13]([O:15]CC1C=CC=CC=1)=[O:14])[C:2]1[CH:7]=[CH:6][CH:5]=[CH:4][CH:3]=1>CCOC(C)=O.[Pd]>[CH2:1]([C@H:8]([C@@H:31]([O:35][Si:36]([CH:40]([CH3:42])[CH3:41])([CH:43]([CH3:45])[CH3:44])[CH:37]([CH3:38])[CH3:39])[C@@H:32]([OH:34])[CH3:33])[CH2:9][O:10][CH2:11][C@@H:12]([NH:23][C:24]([O:26][C:27]([CH3:30])([CH3:28])[CH3:29])=[O:25])[C:13]([OH:15])=[O:14])[C:2]1[CH:7]=[CH:6][CH:5]=[CH:4][CH:3]=1. Procedure details: To a solution of (R)-benzyl 3-((2S,3R,4S)-2-benzyl-4-hydroxy-3-(triisopropylsilyloxy)pentyloxy)-2-(tert-butoxycarbonylamino)propanoate (410 mg, 0.637 mmol, 1.00 equiv) in EtOAc (13.4 mL, 0.05 M) was added 5% Pd/C (71 mg, 0.033 mmol, 0.05 equiv). The vessel was capped with a septum and the atmosphere replaced with 1 atmosphere (atm) H2 via a needle-equipped balloon. This suspension was stirred for 7 h, filtered through a plug of Celite®, and the plug was washed with EtOAc. Solvent removal provide... Reactants: CC(=O)c1cc2c(cc1O)C1CC2CN(C(=O)C(F)(F)F)C1, CC(=O)[O-], CO, Cl, NO, [Na+], O. The product is CC(=NO)c1cc2c(cc1O)C1CC2CN(C(=O)C(F)(F)F)C1. As a reaction SMILES: [C:1]([CH3:2])(=[O:3])[c:4]1[cH:5][c:6]2[c:12]([cH:13][c:14]1[OH:15])[CH:11]1[CH2:10][N:9]([C:17]([C:18]([F:19])([F:20])[F:21])=[O:22])[CH2:8][CH:7]2[CH2:16]1.[CH3:27][C:28](=[O:29])[O-:30].[CH3:31][OH:32].[ClH:25].[NH2:23][OH:24].[Na+:26].[OH2:33]>>[C:1]([CH3:2])([c:4]1[cH:5][c:6]2[c:12]([cH:13][c:14]1[OH:15])[CH:11]1[CH2:10][N:9]([C:17]([C:18]([F:19])([F:20])[F:21])=[O:22])[CH2:8][CH:7]2[CH2:16]1)=[N:23][OH:24]. The reactants are CN(C)C(=CC1=CC=CC=C1)O[Si](C)(C)C (β-(N,N-dimethylamino)-β-(trimethylsiloxy)styrene), FOC(F)(F)F (trifluoromethyl hypofluorite). Solvent: ClC(F)(F)F (chlorotrifluoromethane). Yields the product FC(C(=O)N(C)C)C1=CC=CC=C1 (α-fluoro-N,N-dimethylbenzeneacetamide). The yield is 64.7%. RXN SMILES: [CH3:1][N:2]([C:4]([O:12][Si](C)(C)C)=[CH:5][C:6]1[CH:11]=[CH:10][CH:9]=[CH:8][CH:7]=1)[CH3:3].[F:17]OC(F)(F)F>ClC(F)(F)F>[F:17][CH:5]([C:6]1[CH:11]=[CH:10][CH:9]=[CH:8][CH:7]=1)[C:4]([N:2]([CH3:3])[CH3:1])=[O:12]. Reported procedure: A solution of 3.0 g (0.0127 mol) of β-(N,N-dimethylamino)-β-(trimethylsiloxy)styrene (from above) in 100 ml of chlorotrifluoromethane was cooled to -70° C. and 1.6 g (0.013 mol) of trifluoromethyl hypofluorite were passed into the solution over a period of 3 hours. The reaction mixture was warmed to room temperature and then distilled to give 1.49 g (65% yield) of α-fluoro-N,N-dimethylbenzeneacetamide as a colorless oil: bp 98°-100° C. (0.45 mm); 19F NMR (CCl3F) δ-175.9 ppm (d,J=50 Hz); 1H NMR (... Starting materials: IC1=C(C=CC=2COCC21)N (4-iodo-1,3-dihydro-2-benzofuran-5-amine), [F-].[Cs+] (CsF), CB(O)O (MeB(OH)2). Reagents/catalysts: C1=CC=C(C=C1)P(C2=CC=CC=C2)[C]3[CH][CH][CH][CH]3.C1=CC=C(C=C1)P(C2=CC=CC=C2)[C]3[CH][CH][CH][CH]3.Cl[Pd]Cl.[Fe] (PdCl2(DPPF)). The solvent is O1CCOCC1 (1,4-dioxane), CCOC(=O)C (EtOAc), O (water). Conditions: temperature 80 celsius. Product: CC1=C(C=CC=2COCC21)N (4-methyl-1,3-dihydro-2-benzofuran-5-amine). Reaction SMILES: I[C:2]1[C:10]2[CH2:9][O:8][CH2:7][C:6]=2[CH:5]=[CH:4][C:3]=1[NH2:11].[F-].[Cs+].[CH3:14]B(O)O>O1CCOCC1.CCOC(C)=O.O.C1C=CC(P([C]2[CH][CH][CH][CH]2)C2C=CC=CC=2)=CC=1.C1C=CC(P([C]2[CH][CH][CH][CH]2)C2C=CC=CC=2)=CC=1.Cl[Pd]Cl.[Fe]>[CH3:14][C:2]1[C:10]2[CH2:9][O:8][CH2:7][C:6]=2[CH:5]=[CH:4][C:3]=1[NH2:11] |f:1.2,7.8.9.10,^1:35,36,37,38,39,53,54,55,56,57|. Procedure: To a solution of 4-iodo-1,3-dihydro-2-benzofuran-5-amine (563 g, 2.16 mmol) in 1,4-dioxane (15 mL) under N2 was added CsF (1.15 g, 7.56 mmol), MeB(OH)2 (387 g, 6.47 mmol) and PdCl2(DPPF) (176 mg, 0.216 mmol). The mixture was heated at 80° C. for 4 h. The mixture was cooled to room temperature and then diluted with EtOAc (40 mL) and water (40 mL). The mixture was filtered through Celite. The organic layer was separated and the aqueous layer was extracted with EtOAc (2×15 mL). The combined organic... Reactants: CCc1ccc(CCNC(=O)C2(Cc3ccccc3F)CCN(C(=O)OC(C)(C)C)CC2)cc1, ClCCl, O=C(O)C(F)(F)F. Product: CCc1ccc(CCNC(=O)C2(Cc3ccccc3F)CCNCC2)cc1. As a reaction SMILES: [C:8]([O:9][C:10](=[O:11])[N:15]1[CH2:16][CH2:17][C:18]([CH2:21][c:22]2[c:23]([F:28])[cH:24][cH:25][cH:26][cH:27]2)([C:29]([NH:30][CH2:31][CH2:32][c:33]2[cH:34][cH:35][c:36]([CH2:39][CH3:40])[cH:37][cH:38]2)=[O:41])[CH2:19][CH2:20]1)([CH3:12])([CH3:13])[CH3:14].[Cl:42][CH2:43][Cl:44].[OH:1][C:2]([C:3]([F:4])([F:5])[F:6])=[O:7]>>[NH:15]1[CH2:16][CH2:17][C:18]([CH2:21][c:22]2[c:23]([F:28])[cH:24][cH:25][cH:26][cH:27]2)([C:29]([NH:30][CH2:31][CH2:32][c:33]2[cH:34][cH:35][c:36]([CH2:39][CH3:40])[cH:37][cH:38]2)=[O:41])[CH2:19][CH2:20]1. Reactants: FC(C(=O)O)(F)F (Trifluoroacetic acid), O (water), ClC(C(=O)N1C(O[C@@H]([C@H]1CF)C1=CC=C(C=C1)C=1C=CC(=NC1)C1(COC1)F)(C)C)Cl (5-{4-[(4S,5R)-3-(dichloroacetyl)-4-(fluoromethyl)-2,2-dimethyl-1,3-oxazolidin-5-yl]phenyl}-2-(3-fluorooxetan-3-yl)pyridine). Run in C(Cl)Cl (methylene chloride). Conditions: time 10 minute. Product: ClC(C(=O)N[C@@H]([C@H](O)C1=CC=C(C=C1)C=1C=NC(=CC1)C1(COC1)F)CF)Cl (2,2-dichloro-N-[(1S,2R)-1-(fluoromethyl)-2-{4-[6-(3-fluorooxetan-3-yl)pyridin-3-yl]phenyl}-2-hydroxyethyl]acetamide). RXN SMILES: FC(F)(F)C(O)=O.O.[Cl:9][CH:10]([Cl:39])[C:11]([N:13]1[C@H:17]([CH2:18][F:19])[C@@H:16]([C:20]2[CH:25]=[CH:24][C:23]([C:26]3[CH:27]=[CH:28][C:29]([C:32]4([F:36])[CH2:35][O:34][CH2:33]4)=[N:30][CH:31]=3)=[CH:22][CH:21]=2)[O:15]C1(C)C)=[O:12]>C(Cl)Cl>[Cl:39][CH:10]([Cl:9])[C:11]([NH:13][C@H:17]([CH2:18][F:19])[C@@H:16]([C:20]1[CH:21]=[CH:22][C:23]([C:26]2[CH:31]=[N:30][C:29]([C:32]3([F:36])[CH2:33][O:34][CH2:35]3)=[CH:28][CH:27]=2)=[CH:24][CH:25]=1)[OH:15])=[O:12]. Procedure: Trifluoroacetic acid (0.932 mL, 12.1 mmol) and a drop of water is added to a stirred solution of the product of step 2, Example 17 (380.0 mg, 0.806 mmol) in methylene chloride (5.0 mL) at 0° C. and the reaction mixture is stirred at this temperature for 10 minutes before being warmed to room temperature. After 4 hours, the solution is concentrated then diluted with methylene chloride at 0° C., quenched with saturated sodium hydrogen carbonate solution, and the aqueous layer extracted with methyl... Starting materials: COC1=CC=C(C=C1)C=1SC(=C(N1)C)C (2-(4-Methoxyphenyl)-4,5-dimethylthiazole), Cl (hydrogen chloride), [OH-].[NH4+] (ammonium hydroxide), ice water. Run in N1=CC=CC=C1 (pyridine). Product: CC=1N=C(SC1C)C1=CC=C(C=C1)O (4-(4,5-dimethyl-2-thiazolyl)phenol). The yield is 58.6%. RXN SMILES: C[O:2][C:3]1[CH:8]=[CH:7][C:6]([C:9]2[S:10][C:11]([CH3:15])=[C:12]([CH3:14])[N:13]=2)=[CH:5][CH:4]=1.Cl.[OH-].[NH4+]>N1C=CC=CC=1>[CH3:14][C:12]1[N:13]=[C:9]([C:6]2[CH:7]=[CH:8][C:3]([OH:2])=[CH:4][CH:5]=2)[S:10][C:11]=1[CH3:15] |f:2.3|. Reported procedure: The product of part (a) (70.7 g) was added to 470 g pyridine saturated with hydrogen chloride gas, and the mixture was heated 2 hours at reflux. The reaction mixture was poured into 3000 ml ice-water, made basic with ammonium hydroxide, and the solid product was collected. The latter was purified by recrystallization from toluene to give 38.8 g 4-(4,5-dimethyl-2-thiazolyl)phenol, m.p. 194-195° C. Starting materials: C(C1=CC=CC=C1)OC(=O)NCC(=O)NCC(=O)O (Benzyloxycarbonylglycylglycine), C(C)(=O)[O-].[Na+] (sodium acetate). The reagents and catalysts are [Pt] (platinum). Solvent: C(C)(=O)O (acetic acid). Product: C(C)(=O)OCNC(CNC(=O)OCC1=CC=CC=C1)=O (N-Acetoxymethyl-2-(benzyloxycarbonylamino)-acetamide). The yield is 60.0%. As a reaction SMILES: [CH2:1]([O:8][C:9]([NH:11][CH2:12][C:13]([NH:15][CH2:16]C(O)=O)=[O:14])=[O:10])[C:2]1[CH:7]=[CH:6][CH:5]=[CH:4][CH:3]=1.[C:20]([O-:23])(=[O:22])[CH3:21].[Na+]>C(O)(=O)C.[Pt]>[C:20]([O:23][CH2:16][NH:15][C:13](=[O:14])[CH2:12][NH:11][C:9]([O:8][CH2:1][C:2]1[CH:3]=[CH:4][CH:5]=[CH:6][CH:7]=1)=[O:10])(=[O:22])[CH3:21] |f:1.2|. Procedure details: Benzyloxycarbonylglycylglycine (3.99 g, 15 mmole) was suspended in a solution of anhydrous sodium acetate (0.9 g, 11 mmole) in glacial acetic acid (75 ml). The mixture was stirred and ice-cooled while being electrolysed (two 5 sq. cm. platinum foil electrodes placed 2 mm apart) using a current of 200-250 mA for 5 hours. The acetic acid was evaporated under reduced pressure and the residue was dissolved in ethyl acetate (150 ml). The solution was washed with saturated sodium bicarbonate solution ... Reactants: O=C1CCCCCCCCCCC1, Cc1ccccc1, NCC1(O)C2CC3CC(C2)CC1C3. The product is C1CCCCCC2(CCCCC1)NCC1(O2)C2CC3CC(C2)CC1C3. RXN SMILES: [C:1]1(=[O:13])[CH2:2][CH2:3][CH2:4][CH2:5][CH2:6][CH2:7][CH2:8][CH2:9][CH2:10][CH2:11][CH2:12]1.[CH3:27][c:28]1[cH:29][cH:30][cH:31][cH:32][cH:33]1.[NH2:14][CH2:15][C:16]1([OH:26])[CH:17]2[CH2:18][CH:19]3[CH2:20][CH:21]([CH2:22][CH:23]1[CH2:24]3)[CH2:25]2>>[C:1]12([CH2:2][CH2:3][CH2:4][CH2:5][CH2:6][CH2:7][CH2:8][CH2:9][CH2:10][CH2:11][CH2:12]1)[O:13][C:16]1([CH2:15][NH:14]2)[CH:17]2[CH2:18][CH:19]3[CH2:20][CH:21]([CH2:22][CH:23]1[CH2:24]3)[CH2:25]2.